This data is from the Open Reaction Database (ORD), a public repository of structured organic reaction records. The task is: describe an organic reaction: reactants, conditions, products, and yield Reactants: C(C)O (ethanol), solution, [H-].C(C(C)C)[Al+]CC(C)C (diisobutylaluminium hydride), C(C)OC(=O)C=CC1=CC=C(C=C1)C1C(CN(CC1)C(=O)OC(C)(C)C)OCC1=CC2=CC=CC=C2C=C1 (tert-butyl (3RS,4RS)-4-[4-(2-ethoxycarbonyl-vinyl)-phenyl]-3-(naphthalen-2-ylmethoxy)-piperidine-1-carboxylate), C(=O)([O-])C(O)C(O)C(=O)[O-].[Na+].[K+] (potassium sodium tartrate). Solvent: C1(=CC=CC=C1)C (toluene), O (water). Conditions: temperature -50 celsius, time 30 minute. Yields the product OCC=CC1=CC=C(C=C1)C1C(CN(CC1)C(=O)OC(C)(C)C)OCC1=CC2=CC=CC=C2C=C1 (tert-butyl (3RS,4RS)-4-[4-(3-hydroxy-propenyl)-phenyl]-3-(naphthalen-2-ylmethoxy)-piperidine-1-carboxylate). Isolated yield 55.4%. RXN SMILES: [H-].C([Al+]CC(C)C)C(C)C.C([O:13][C:14]([CH:16]=[CH:17][C:18]1[CH:23]=[CH:22][C:21]([CH:24]2[CH2:29][CH2:28][N:27]([C:30]([O:32][C:33]([CH3:36])([CH3:35])[CH3:34])=[O:31])[CH2:26][CH:25]2[O:37][CH2:38][C:39]2[CH:48]=[CH:47][C:46]3[C:41](=[CH:42][CH:43]=[CH:44][CH:45]=3)[CH:40]=2)=[CH:20][CH:19]=1)=O)C.C(O)C.C(C(C(C([O-])=O)O)O)([O-])=O.[Na+].[K+]>C1(C)C=CC=CC=1.O>[OH:13][CH2:14][CH:16]=[CH:17][C:18]1[CH:23]=[CH:22][C:21]([CH:24]2[CH2:29][CH2:28][N:27]([C:30]([O:32][C:33]([CH3:34])([CH3:35])[CH3:36])=[O:31])[CH2:26][CH:25]2[O:37][CH2:38][C:39]2[CH:48]=[CH:47][C:46]3[C:41](=[CH:42][CH:43]=[CH:44][CH:45]=3)[CH:40]=2)=[CH:20][CH:19]=1 |f:0.1,4.5.6|. Reported procedure: 5 ml (5 mmol) of a solution of diisobutylaluminium hydride (DIBAH) (1M in hexane) were added dropwise at -50° C. to a solution of 698 mg (1.35 mmol) of tert-butyl (3RS,4RS)-4-[4-(2-ethoxycarbonyl-vinyl)-phenyl]-3-(naphthalen-2-ylmethoxy)-piperidine-1-carboxylate in 15 ml of toluene and the mixture was stirred at -50° C. for 30 minutes. Subsequently, the reaction mixture was treated dropwise at -50° C. with 10 ml of ethanol and warmed to room temperature. For the working-up, the reaction mixture ... Starting materials: CCCCCCCCC=CCCCCCCCC(=O)OC, O=C([O-])[O-], [K+], [K+], N#N, OCC(O)C(O)C(O)C(O)CO. Yields the product CCCCCCCCC=CCCCCCCCC(=O)OCC(O)C(O)C(O)C(O)CO. RXN SMILES: [C:13]([CH2:14][CH2:15][CH2:16][CH2:17][CH2:18][CH2:19][CH2:20][CH:21]=[CH:22][CH2:23][CH2:24][CH2:25][CH2:26][CH2:27][CH2:28][CH2:29][CH3:30])(=[O:31])[O:32][CH3:33].[C:36](=[O:37])([O-:38])[O-:39].[K+:40].[K+:41].[N:34]#[N:35].[OH:1][CH2:2][CH:3]([CH:4]([OH:5])[CH:6]([OH:7])[CH:8]([OH:9])[CH2:10][OH:11])[OH:12]>>[OH:1][CH2:2][CH:3]([CH:4]([OH:5])[CH:6]([OH:7])[CH:8]([OH:9])[CH2:10][O:11][C:13]([CH2:14][CH2:15][CH2:16][CH2:17][CH2:18][CH2:19][CH2:20][CH:21]=[CH:22][CH2:23][CH2:24][CH2:25][CH2:26][CH2:27][CH2:28][CH2:29][CH3:30])=[O:31])[OH:12]. The reactants are C(C)=O (acetaldehyde), C[C@@]12C(C([C@@H](CC1)C2(C)C)C(=O)Cl)=O ((1R,4R)-4,7,7-trimethyl-3-oxo-bicyclo[2.2.1]heptane-2-carbonyl chloride), C[C@@]12C(C([C@@H](CC1)C2(C)C)C(=O)Cl)=O ((1R,4R)-4,7,7-trimethyl-3-oxo-bicyclo[2.2.1]heptane-2-carbonyl chloride), N1=CC=CC=C1 (pyridine), Cl (HCl), O1CCOCC1 (dioxane), C1(=CC=CC2=CC=CC=C12)NN (1-naphthylhydrazine), Cl.C1(=CC=CC2=CC=CC=C12)NN (1-naphthylhydrazine hydrochloride), C([O-])([O-])=O.[Na+].[Na+] (sodium carbonate). Solvent: ClCCCl (1,2-dichloroethane), C1(=CC=CC=C1)C (toluene), ClCCCl (1,2-dichloroethane), C1(=CC=CC=C1)C (toluene), C(C)(=O)O (acetic acid), CO.ClCCl (methanol dichloromethane). Reaction conditions: temperature 0 celsius, time 5 minute. Product: C1(=CC=CC2=CC=CC=C12)NN (Naphthylhydrazine), C[C@]12CC[C@H](C=3C(N(NC13)C1=CC=CC3=CC=CC=C13)=O)C2(C)C ((4S,7R)-7,8,8-trimethyl-2-naphthalen-1-yl-1,2,4,5,6,7-hexahydro-4,7-methano-indazol-3-one). The yield is 46.0%. As a reaction SMILES: Cl.[C:2]1([NH:12][NH2:13])[C:11]2[C:6](=[CH:7][CH:8]=[CH:9][CH:10]=2)[CH:5]=[CH:4][CH:3]=1.C(=O)([O-])[O-].[Na+].[Na+].[C:20]1([NH:30][NH2:31])[C:29]2[C:24](=[CH:25][CH:26]=[CH:27][CH:28]=2)[CH:23]=[CH:22][CH:21]=1.C(=O)C.[CH3:35][C@:36]12[C:42]([CH3:44])([CH3:43])[C@H:39]([CH2:40][CH2:41]1)[CH:38]([C:45](Cl)=[O:46])[C:37]2=O.N1C=CC=CC=1.Cl.O1CCOCC1>C1(C)C=CC=CC=1.ClCCCl.C(O)(=O)C.CO.ClCCl>[C:2]1([NH:12][NH2:13])[C:11]2[C:6](=[CH:7][CH:8]=[CH:9][CH:10]=2)[CH:5]=[CH:4][CH:3]=1.[CH3:35][C@@:36]12[C:42]([CH3:44])([CH3:43])[C@@H:39]([C:38]3[C:45](=[O:46])[N:30]([C:20]4[C:29]5[C:24](=[CH:25][CH:26]=[CH:27][CH:28]=5)[CH:23]=[CH:22][CH:21]=4)[NH:31][C:37]=31)[CH2:40][CH2:41]2 |f:0.1,2.3.4,14.15|. Procedure: Naphthylhydrazine was prepared by treating a mixture of 1-naphthylhydrazine hydrochloride with 10% methanol/dichloromethane and saturated aqueous sodium carbonate). A solution of 1-naphthylhydrazine (501 mg, 3.2 mmol) in toluene (45 mL) was cooled to 0° C. under nitrogen, and a solution of acetaldehyde (440 μL, 7.9 mmol) in cole toluene (5 mL) was added dropwise over 15 min. The mixture was allowed to stir at 0° C. for 5 min and then at room temperature for 1 h. The solvent was decanted off and ... Reactants: solution, [Li+].[BH4-] (LiBH4), C(C)OC(=O)C1=NN2C(C(=CC=C2)C(NCC23CC4CC(CC(C2)C4)C3)=O)=C1 (4-[(adamantan-1-ylmethyl)carbamoyl]pyrazolo[1,5-a]pyridine-2-carboxylic acid ethyl ester). The solvent is C1CCOC1 (THF), C1CCOC1 (THF). Conditions: temperature 50 celsius, time 10 minute. Yields the product C12(CC3CC(CC(C1)C3)C2)CNC(=O)C=2C=3N(C=CC2)N=C(C3)CO (N-(adamantan-1-ylmethyl)-2-(hydroxymethyl)pyrazolo[1,5-a]pyridine-4-carboxamide). Reaction SMILES: [Li+].[BH4-].C([O:5][C:6]([C:8]1[CH:30]=[C:11]2[C:12]([C:16](=[O:29])[NH:17][CH2:18][C:19]34[CH2:28][CH:23]5[CH2:24][CH:25]([CH2:27][CH:21]([CH2:22]5)[CH2:20]3)[CH2:26]4)=[CH:13][CH:14]=[CH:15][N:10]2[N:9]=1)=O)C>C1COCC1>[C:19]12([CH2:18][NH:17][C:16]([C:12]3[C:11]4[N:10]([N:9]=[C:8]([CH2:6][OH:5])[CH:30]=4)[CH:15]=[CH:14][CH:13]=3)=[O:29])[CH2:26][CH:25]3[CH2:27][CH:21]([CH2:22][CH:23]([CH2:24]3)[CH2:28]1)[CH2:20]2 |f:0.1|. Reported procedure: A 2.0 M solution of LiBH4 in THF (5.8 mL) is added dropwise to a solution of 4-[(adamantan-1-ylmethyl)carbamoyl]pyrazolo[1,5-a]pyridine-2-carboxylic acid ethyl ester (2.01 g, 5.27 mmol) and THF (50 mL) at 0° C. under N2. After 10 min, the ice bath is removed. After 3 h, additional 2.0 M solution of LiBH4 in THF (2.0 mL) is added. After 4 h, sat. aq. NH4Cl is added dropwise. The volatiles are removed under reduced pressure. H2O (20 mL) is added and the solids are collected by filtration. The soli... The reactants are Cl, CC(=O)Nc1ccc2c(c1[N+](=O)[O-])CCC2, O. The product is Nc1ccc2c(c1[N+](=O)[O-])CCC2. Reaction SMILES: [ClH:17].[N+:1](=[O:2])([O-:3])[c:4]1[c:5]2[c:9]([cH:10][cH:11][c:12]1[NH:13][C:14](=[O:15])[CH3:16])[CH2:8][CH2:7][CH2:6]2.[OH2:18]>>[N+:1](=[O:2])([O-:3])[c:4]1[c:5]2[c:9]([cH:10][cH:11][c:12]1[NH2:13])[CH2:8][CH2:7][CH2:6]2. Starting materials: CI, [H-], [Na+], O, c1ccc(-c2nc3c([nH]2)CCc2ccccc2-3)cc1, c1ccccc1. Yields the product c1ccc(-c2nc3c([nH]2)Cc2ccccc2-3)cc1. RXN SMILES: [CH3:22][I:23].[H-:21].[Na+:20].[OH2:24].[c:1]1(-[c:7]2[nH:8][c:9]3[c:10]([n:11]2)-[c:12]2[cH:13][cH:14][cH:15][cH:16][c:17]2[CH2:18][CH2:19]3)[cH:2][cH:3][cH:4][cH:5][cH:6]1.[cH:25]1[cH:26][cH:27][cH:28][cH:29][cH:30]1>>[c:1]1(-[c:7]2[nH:8][c:9]3[c:10]([n:11]2)-[c:12]2[cH:13][cH:14][cH:15][cH:16][c:17]2[CH2:19]3)[cH:2][cH:3][cH:4][cH:5][cH:6]1. Reactants: CI, CC(c1ccc(-c2cc(=O)[nH]cn2)cc1)N1CCC(CCCO)(c2ccc(F)cc2)OC1=O, [H-], [Na+]. Product: CC(c1ccc(-c2cc(=O)n(C)cn2)cc1)N1CCC(CCCO)(c2ccc(F)cc2)OC1=O. Reaction SMILES: [CH3:36][I:37].[F:1][c:2]1[cH:3][cH:4][c:5]([C:8]2([CH2:30][CH2:31][CH2:32][OH:33])[CH2:9][CH2:10][N:11]([CH:15]([CH3:16])[c:17]3[cH:18][cH:19][c:20](-[c:23]4[n:24][cH:25][nH:26][c:27](=[O:29])[cH:28]4)[cH:21][cH:22]3)[C:12](=[O:14])[O:13]2)[cH:6][cH:7]1.[H-:35].[Na+:34]>>[F:1][c:2]1[cH:3][cH:4][c:5]([C:8]2([CH2:30][CH2:31][CH2:32][OH:33])[CH2:9][CH2:10][N:11]([CH:15]([CH3:16])[c:17]3[cH:18][cH:19][c:20](-[c:23]4[n:24][cH:25][n:26]([CH3:36])[c:27](=[O:29])[cH:28]4)[cH:21][cH:22]3)[C:12](=[O:14])[O:13]2)[cH:6][cH:7]1. Reactants: C(C)OC(CC=1N=C(SC1)NC(=O)OC(C)(C)C)=O ((2-tert-Butoxycarbonylamino-thiazol-4-yl)-acetic acid ethyl ester), [BH4-].[Na+] (NaBH4). The solvent is CCO (EtOH). Conditions: time 18 hour. Yields the product C(C)(C)(C)OC(NC=1SC=C(N1)CCO)=O ([4-(2-Hydroxy-ethyl)-thiazol-2-yl]-carbamic acid tert-butyl ester). Yield: 64.8%. Reaction SMILES: C([O:3][C:4](=O)[CH2:5][C:6]1[N:7]=[C:8]([NH:11][C:12]([O:14][C:15]([CH3:18])([CH3:17])[CH3:16])=[O:13])[S:9][CH:10]=1)C.[BH4-].[Na+]>CCO>[C:15]([O:14][C:12](=[O:13])[NH:11][C:8]1[S:9][CH:10]=[C:6]([CH2:5][CH2:4][OH:3])[N:7]=1)([CH3:18])([CH3:16])[CH3:17] |f:1.2|. Procedure: To a solution of (2-tert-Butoxycarbonylamino-thiazol-4-yl)-acetic acid ethyl ester (4 g, 13.9 mmol) in EtOH (50 ml), NaBH4 (1.59 g, 41.9 mmol) was added at 0° C. and stirred at r.t. for 18 h. Solvent was removed under reduced pressure and extracted in Ethyl acetate (150 ml) washed with brine (2×30 ml) dried over Na2SO4. After evaporation, the residue was purified by preparative chromatography (1:3 EtOAc:Hexanes) to give [4-(2-Hydroxy-ethyl)-thiazol-2-yl]-carbamic acid tert-butyl ester (2.2 g, 65... Reactants: [Li]CCCC, C1CCOC1, CC(=CCCl)c1cccc(OCc2nc(-c3ccccc3)oc2C)c1, O, O=C1CSC(=O)N1. Yields the product CC(=CCC1SC(=O)NC1=O)c1cccc(OCc2nc(-c3ccccc3)oc2C)c1. RXN SMILES: [CH2:1]([Li:2])[CH2:3][CH2:4][CH3:5].[CH2:39]1[O:40][CH2:41][CH2:42][CH2:43]1.[Cl:13][CH2:14][CH:15]=[C:16]([CH3:17])[c:18]1[cH:19][c:20]([O:21][CH2:22][c:23]2[n:24][c:25](-[c:29]3[cH:30][cH:31][cH:32][cH:33][cH:34]3)[o:26][c:27]2[CH3:28])[cH:35][cH:36][cH:37]1.[OH2:38].[S:6]1[C:7](=[O:12])[NH:8][C:9](=[O:11])[CH2:10]1>>[S:6]1[C:7](=[O:12])[NH:8][C:9](=[O:11])[CH:10]1[CH2:14][CH:15]=[C:16]([CH3:17])[c:18]1[cH:19][c:20]([O:21][CH2:22][c:23]2[n:24][c:25](-[c:29]3[cH:30][cH:31][cH:32][cH:33][cH:34]3)[o:26][c:27]2[CH3:28])[cH:35][cH:36][cH:37]1. The reactants are [Cl-].COC(C(=O)O)=O (oxalic acid methyl ester chloride), [Cl-].[NH4+] (ammonium chloride), [Mg] (magnesium), BrC1=C(C=CC=C1)COC (1-bromo-2-methoxymethylbenzene). The reagents and catalysts are [Cl-].[Zn+2].[Cl-] (zinc chloride). Run in C1CCOC1 (THF), C1CCOC1 (THF). Conditions: temperature 20 celsius, time 20 hour. Yields the product COCC1=C(C=CC=C1)C(C(=O)OC)=O (methyl 2-methoxymethylphenylglyoxylate). Isolated yield 57.6%. RXN SMILES: [Mg].Br[C:3]1[CH:8]=[CH:7][CH:6]=[CH:5][C:4]=1[CH2:9][O:10][CH3:11].[Cl-].[CH3:13][O:14][C:15](=[O:19])[C:16](O)=[O:17].[Cl-].[NH4+]>C1COCC1.[Cl-].[Zn+2].[Cl-]>[CH3:11][O:10][CH2:9][C:4]1[CH:5]=[CH:6][CH:7]=[CH:8][C:3]=1[C:16](=[O:17])[C:15]([O:14][CH3:13])=[O:19] |f:2.3,4.5,7.8.9|. Procedure: 500 ml of an ethereal 1 M zinc chloride solution was dripped into a Grignard solution prepared from 12.0 g (0.46 mol) of magnesium shavings and 99.5 g (0.5 mol) of 1-bromo-2-methoxymethylbenzene in 500 ml of THF. The mixture was then refluxed for 1 hour, and a solution of 61.2 g (0.5 mol) of oxalic acid methyl ester chloride in 100 ml of THF was dripped in at an internal temperature of (-10)° C. After the mixture had been heated to about 20° C. it was stirred for a further 20 hours and then hydr...